From a dataset of the Open Reaction Database (ORD), a public repository of structured organic reaction records. describe an organic reaction: reactants, conditions, products, and yield Reactants: CN, C1=CC2=C(C=C1[N+](=O)[O-])SC(=N2)Br. Reagents/catalysts: C(=O)([O-])[O-].[Cs+].[Cs+], CC1(C2=C(C(=CC=C2)P(C3=CC=CC=C3)C4=CC=CC=C4)OC5=C1C=CC=C5P(C6=CC=CC=C6)C7=CC=CC=C7)C, CC(=O)O.CC(=O)O.[Pd]. Run in C1COCCO1. Run at temperature 150 celsius. Yields the product CNC1=NC2=C(S1)C=C(C=C2)[N+](=O)[O-]. Isolated yield 6.2%. Reported procedure: methanamine (0.793 mL, 19.30 mmol), 2-bromo-6-nitrobenzo[d]thiazole (1 g, 3.86 mmol), (9,9-dimethyl-9H-xanthene-4,5-diyl)bis(diphenylphosphine) (0.268 g, 0.46 mmol), cesium carbonate (1.886 g, 5.79 mmol) and diacetoxypalladium (0.043 g, 0.19 mmol) were suspended in 1,4-dioxane (8 mL) and sealed into a microwave tube. The reaction was heated to 150°C for 30 minutes in the microwave reactor and cooled to RT.  The crude product was purified by ion exchange chromatography, using an SCX column. The d...